This data is from the Open Reaction Database (ORD), a public repository of structured organic reaction records. The task is: describe an organic reaction: reactants, conditions, products, and yield Reactants: [Si](C)(C)(C(C)(C)C)O[C@@H]1[C@H](NCC1)[C@H](C)NC1=C(C(=C(C=C1)C#N)Cl)C ((2R,3S)-3-(tert-Butyldimethylsilanyloxy)-2-[(1S)-1-(3-chloro-4-cyano-2-methyl-phenylamino)ethyl]pyrrolidine), CCN(C(C)C)C(C)C (i-Pr2NEt), C(=O)(Cl)Cl (phosgene). Solvent: C1(=CC=CC=C1)C (toluene), C(Cl)Cl (CH2Cl2). Conditions: time 8 hour. Yields the product O([Si](C)(C)C(C)(C)C)[C@H]1CCN2C(N([C@H]([C@@H]21)C)C2=C(C(=C(C#N)C=C2)Cl)C)=O (4-[(1S,7S,7aR)-7-tert-Butyldimethylsilanoxy-1-methyl-3-oxo-hexahydro-pyrrolo[1,2-c]imidazol-2-yl]-2-chloro-3-methylbenzonitrile). Reaction SMILES: [Si:1]([O:8][C@H:9]1[CH2:13][CH2:12][NH:11][C@@H:10]1[C@@H:14]([NH:16][C:17]1[CH:22]=[CH:21][C:20]([C:23]#[N:24])=[C:19]([Cl:25])[C:18]=1[CH3:26])[CH3:15])([C:4]([CH3:7])([CH3:6])[CH3:5])([CH3:3])[CH3:2].CCN(C(C)C)C(C)C.[C:36](Cl)(Cl)=[O:37]>C(Cl)Cl.C1(C)C=CC=CC=1>[O:8]([C@@H:9]1[C@@H:10]2[N:11]([C:36](=[O:37])[N:16]([C:17]3[CH:22]=[CH:21][C:20]([C:23]#[N:24])=[C:19]([Cl:25])[C:18]=3[CH3:26])[C@H:14]2[CH3:15])[CH2:12][CH2:13]1)[Si:1]([C:4]([CH3:6])([CH3:7])[CH3:5])([CH3:3])[CH3:2]. Procedure details: To a solution of crude 61I (˜1.81 mmol) in CH2Cl2 (10 mL) was added i-Pr2NEt (2 mL) followed by 20% phosgene in toluene (2.5 mL) dropwise. The reaction was stirred at rt overnight. Reaction was extracted with EtOAc (50 mL) which was washed twice with 1N HCl and then saturated NaHCO3. The organic layer was dried over MgSO4, filtered and concentrated. Purification by flash chromatography (silica gel, 0 to 10% EtOAc in hexane) provided the title compound (369 mg): MS (ES) m/z 420.23 [M+H]+ The reactants are CCOC(=O)c1cnn(Cc2nc(Br)cs2)c1, CCO, COCCOC, OB(O)c1cccc(C(F)(F)F)c1F, [Na+], [Na+], O=C([O-])[O-], O. Product: CCOC(=O)c1cnn(Cc2nc(-c3cccc(C(F)(F)F)c3F)cs2)c1. RXN SMILES: [Br:1][c:2]1[n:3][c:4]([CH2:7][n:8]2[n:9][cH:10][c:11]([C:13](=[O:14])[O:15][CH2:16][CH3:17])[cH:12]2)[s:5][cH:6]1.[CH2:39]([OH:40])[CH3:41].[CH3:42][O:43][CH2:44][CH2:45][O:46][CH3:47].[F:18][c:19]1[c:20]([B:29]([OH:30])[OH:31])[cH:21][cH:22][cH:23][c:24]1[C:25]([F:26])([F:27])[F:28].[Na+:32].[Na+:33].[O-:34][C:35](=[O:36])[O-:37].[OH2:38]>>[c:2]1(-[c:20]2[c:19]([F:18])[c:24]([C:25]([F:26])([F:27])[F:28])[cH:23][cH:22][cH:21]2)[n:3][c:4]([CH2:7][n:8]2[n:9][cH:10][c:11]([C:13](=[O:14])[O:15][CH2:16][CH3:17])[cH:12]2)[s:5][cH:6]1. The reactants are BrCc1ccccc1, CC(C)=O, CN1CCC(=O)CC1. Yields the product [Br-], C[N+]1(Cc2ccccc2)CCC(=O)CC1. RXN SMILES: [Br:9][CH2:10][c:11]1[cH:12][cH:13][cH:14][cH:15][cH:16]1.[CH3:17][C:18](=[O:19])[CH3:20].[CH3:1][N:2]1[CH2:3][CH2:4][C:5](=[O:8])[CH2:6][CH2:7]1>>[Br-:9].[CH3:1][N+:2]1([CH2:10][c:11]2[cH:12][cH:13][cH:14][cH:15][cH:16]2)[CH2:3][CH2:4][C:5](=[O:8])[CH2:6][CH2:7]1. Reactants: C[SiH](C)OC1(C(N)=S)CC(C(C)(C)C)CN1C(=O)OCc1ccc([N+](=O)[O-])cc1, NCCN, C1CCOC1. Yields the product C[SiH](C)OC1(C2=NCCN2)CC(C(C)(C)C)CN1C(=O)OCc1ccc([N+](=O)[O-])cc1. As a reaction SMILES: [C:1]([CH3:2])([CH3:3])([CH3:4])[CH:5]1[CH2:6][C:7]([C:23]([NH2:24])=[S:25])([O:26][SiH:27]([CH3:28])[CH3:29])[N:8]([C:10](=[O:11])[O:12][CH2:13][c:14]2[cH:15][cH:16][c:17]([N+:20](=[O:21])[O-:22])[cH:18][cH:19]2)[CH2:9]1.[NH2:30][CH2:31][CH2:32][NH2:33].[O:34]1[CH2:35][CH2:36][CH2:37][CH2:38]1>>[C:1]([CH3:2])([CH3:3])([CH3:4])[CH:5]1[CH2:6][C:7]([C:23]2=[N:24][CH2:32][CH2:31][NH:30]2)([O:26][SiH:27]([CH3:28])[CH3:29])[N:8]([C:10](=[O:11])[O:12][CH2:13][c:14]2[cH:15][cH:16][c:17]([N+:20](=[O:21])[O-:22])[cH:18][cH:19]2)[CH2:9]1. Reactants: C[Si](C)(C)Cl (Trimethylsilyl chloride), BrC=1C=C(C=CC(=O)O)C=CC1 (m-bromocinnamic acid). The solvent is CO (methanol). Reaction conditions: time 4 hour. The product is BrC=1C=C(C=CC(=O)OC)C=CC1 (Methyl m-bromocinnamate). RXN SMILES: [CH3:1][Si](Cl)(C)C.[Br:6][C:7]1[CH:8]=[C:9]([CH:15]=[CH:16][CH:17]=1)[CH:10]=[CH:11][C:12]([OH:14])=[O:13]>CO>[Br:6][C:7]1[CH:8]=[C:9]([CH:15]=[CH:16][CH:17]=1)[CH:10]=[CH:11][C:12]([O:14][CH3:1])=[O:13]. Procedure details: Trimethylsilyl chloride (5.6 ml) was added dropwise to a stirred solution of m-bromocinnamic acid (5.0 g, 22 mmol) in methanol (110 ml). After 4 h, the mixture was evaporated to give product as a white solid, M+ 242; 360 MHz 1H n.m.r (CDCl3) 7.67 (1H, s), 7.60 (1H, d, J 16 Hz), 7.50 (1H, d, J 7.9 Hz), 7.43 (1H, d, J 7.9 Hz), 7.26 (1H, d, J 15.6 Hz), 6.43 (1H, d, J 16.1 Hz), 3.81 (3H, s). Starting materials: C([O-])([O-])=O.[K+].[K+] (potassium carbonate), O (water), C([O-])([O-])=O.[K+].[K+] (potassium carbonate), C(C)(=O)O[C@@H]1[C@]2(C)[C@@H](CC1)C1=CCC=3CC(CCC3[C@H]1CC2)O[Si](C2=CC=CC=C2)(C2=CC=CC=C2)C(C)(C)C (17β-Acetoxy-3-(tert-butyldiphenylsilyl)oxyestra-5(10),7-diene), C([O-])([O-])=O.[K+].[K+] (potassium carbonate). Run in CO (methanol), ClCCl (dichloromethane). Run at time 16 hour. Product: [Si](C1=CC=CC=C1)(C1=CC=CC=C1)(C(C)(C)C)OC1CC=2CC=C3[C@@H]4CC[C@@H]([C@@]4(C)CC[C@@H]3C2CC1)O (3-(tert-Butyldiphenylsilyl)oxy-17β-hydroxyestra-5(10),7-diene). Isolated yield 65.3%. Reaction SMILES: C([O:4][C@H:5]1[CH2:10][CH2:9][C@H:8]2[C:11]3[C@H:20]([CH2:21][CH2:22][C@:6]12[CH3:7])[C:19]1[CH2:18][CH2:17][CH:16]([O:23][Si:24]([C:37]([CH3:40])([CH3:39])[CH3:38])([C:31]2[CH:36]=[CH:35][CH:34]=[CH:33][CH:32]=2)[C:25]2[CH:30]=[CH:29][CH:28]=[CH:27][CH:26]=2)[CH2:15][C:14]=1[CH2:13][CH:12]=3)(=O)C.C(=O)([O-])[O-].[K+].[K+].O>CO.ClCCl>[Si:24]([O:23][CH:16]1[CH2:17][CH2:18][C:19]2[C@@H:20]3[C:11]([C@H:8]4[C@@:6]([CH2:22][CH2:21]3)([CH3:7])[C@@H:5]([OH:4])[CH2:10][CH2:9]4)=[CH:12][CH2:13][C:14]=2[CH2:15]1)([C:37]([CH3:40])([CH3:39])[CH3:38])([C:31]1[CH:32]=[CH:33][CH:34]=[CH:35][CH:36]=1)[C:25]1[CH:26]=[CH:27][CH:28]=[CH:29][CH:30]=1 |f:1.2.3|. Procedure: To the acetates 11 (2.2 g, 4.0 mmol) in a mixture of methanol (60 mL) and dichloromethane (10 mL) was added potassium carbonate (0.1 eq, 55 mg, 0.4 mmol). After stirring for 4 h an additional portion of potassium carbonate (1.0 eq, 0.55 g, 4.0 mmol) was added. The mixture was stirred 16 h and more potassium carbonate (1.0 eq, 0.55 g, 4.0 mmol) was added. After 24 h water (100 mL) was added, the layers were separated and the aqueous layer was extracted with dichloromethane (3×100 mL). The organic... Reactants: trans-4-chlorobenzoic acid ester, ClC1=CC=C(C(=O)N(C2C(CN(C2)CC)O)CCCC)C=C1 (4-[(4-chlorobenzoyl)(n-butyl)amino]1-ethyl-3-pyrrolidinol), [OH-].[K+] (potassium hydroxide), O (water). Solvent: CO (methanol). The product is ClC1=CC=C(C(=O)N([C@H]2[C@@H](CN(C2)CC)O)CCCC)C=C1 (Trans-4-[(4-chlorobenzoyl)(n-butyl)amino]-1-ethyl-3-pyrrolidinol). The yield is 89.0%. RXN SMILES: [Cl:1][C:2]1[CH:22]=[CH:21][C:5]([C:6]([N:8]([CH2:17][CH2:18][CH2:19][CH3:20])[CH:9]2[CH2:13][N:12]([CH2:14][CH3:15])[CH2:11][CH:10]2[OH:16])=[O:7])=[CH:4][CH:3]=1.[OH-].[K+].O>CO>[Cl:1][C:2]1[CH:22]=[CH:21][C:5]([C:6]([N:8]([CH2:17][CH2:18][CH2:19][CH3:20])[C@@H:9]2[CH2:13][N:12]([CH2:14][CH3:15])[CH2:11][C@H:10]2[OH:16])=[O:7])=[CH:4][CH:3]=1 |f:1.2|. Procedure details: A mixture of 7.0 g (0.015 mole) of trans-4-chlorobenzoic acid ester with 4-[(4-chlorobenzoyl)(n-butyl)amino]1-ethyl-3-pyrrolidinol, 0.9 g (0.016 mole) of potassium hydroxide, 15 ml of water and 60 ml of methanol was heated on a steam bath for 1 hr, then concentrated to approximately 10 ml volume under reduced pressure. The residue was partitioned between water and methylene chloride. The organic layer was separated, dried and concentrated under reduced pressure. The crystalline residue was recry...